This data is from the Open Reaction Database (ORD), a public repository of structured organic reaction records. The task is: describe an organic reaction: reactants, conditions, products, and yield Starting materials: solid, Cl.Cl.Cl.O1CCC=2C1=C(N=CC2)N2CCN(CC2)CC[C@@H]2CC[C@H](CC2)N (trans-4-{2-[4-(2,3-dihydro-furo[2,3-c]pyridin-7-yl)-piperazin-1-yl]-ethyl}-cyclohexylamine trihydrochloride), Cl.Cl.Cl.O1CCC=2C1=C(N=CC2)N2CCN(CC2)CC[C@@H]2CC[C@H](CC2)N (trans-4-{2-[4-(2,3-dihydro-furo[2,3-c]pyridin-7-yl)-piperazin-1-yl]-ethyl}-cyclohexylamine trihydrochloride), N1(N=CC=C1)C1=CC=C(C(=O)O)C=C1 (4-pyrazol-1-yl-benzoic acid). The product is O1CCC=2C1=C(N=CC2)N2CCN(CC2)CC[C@@H]2CC[C@H](CC2)NC(C2=CC=C(C=C2)N2N=CC=C2)=O (trans-N-(4-{2-[4-(2,3-Dihydro-furo[2,3-c]pyridin-7-yl)-piperazin-1-yl]-ethyl}-cyclohexyl)-4-pyrazol-1-yl-benzamide). As a reaction SMILES: Cl.Cl.Cl.[O:4]1[C:8]2=[C:9]([N:13]3[CH2:18][CH2:17][N:16]([CH2:19][CH2:20][C@H:21]4[CH2:26][CH2:25][C@H:24]([NH2:27])[CH2:23][CH2:22]4)[CH2:15][CH2:14]3)[N:10]=[CH:11][CH:12]=[C:7]2[CH2:6][CH2:5]1.[N:28]1([C:33]2[CH:41]=[CH:40][C:36]([C:37](O)=[O:38])=[CH:35][CH:34]=2)[CH:32]=[CH:31][CH:30]=[N:29]1>>[O:4]1[C:8]2=[C:9]([N:13]3[CH2:18][CH2:17][N:16]([CH2:19][CH2:20][C@H:21]4[CH2:26][CH2:25][C@H:24]([NH:27][C:37](=[O:38])[C:36]5[CH:35]=[CH:34][C:33]([N:28]6[CH:32]=[CH:31][CH:30]=[N:29]6)=[CH:41][CH:40]=5)[CH2:23][CH2:22]4)[CH2:15][CH2:14]3)[N:10]=[CH:11][CH:12]=[C:7]2[CH2:6][CH2:5]1 |f:0.1.2.3|. Reported procedure: The title compound, white solid (107 mg, 86%), MS (ISP) m/z=501.4 [(M+H)+], mp 225.5° C., was prepared in accordance with the general method of example 6 from trans-4-{2-[4-(2,3-dihydro-furo[2,3-c]pyridin-7-yl)-piperazin-1-yl]-ethyl}-cyclohexylamine trihydrochloride (intermediate B) (110 mg, 0.25 mmol) and 4-pyrazol-1-yl-benzoic acid. Starting materials: CN (Methylamine), solution, C(C1=CC=CC=C1)OC=1C=C2C(=C(C=NC2=CC1)[N+](=O)[O-])Cl (6-benzyloxy-4-chloro-3-nitroquinoline). Run in O (water), O (water). Reaction conditions: temperature 100 celsius, time 1.5 hour. Yields the product C(C1=CC=CC=C1)OC=1C=C2C(=C(C=NC2=CC1)[N+](=O)[O-])NC (N-(6-benzyloxy-3-nitroquinolin-4-yl)-N-methylamine). As a reaction SMILES: [CH3:1][NH2:2].[CH2:3]([O:10][C:11]1[CH:12]=[C:13]2[C:18](=[CH:19][CH:20]=1)[N:17]=[CH:16][C:15]([N+:21]([O-:23])=[O:22])=[C:14]2Cl)[C:4]1[CH:9]=[CH:8][CH:7]=[CH:6][CH:5]=1>O>[CH2:3]([O:10][C:11]1[CH:12]=[C:13]2[C:18](=[CH:19][CH:20]=1)[N:17]=[CH:16][C:15]([N+:21]([O-:23])=[O:22])=[C:14]2[NH:2][CH3:1])[C:4]1[CH:9]=[CH:8][CH:7]=[CH:6][CH:5]=1. Reported procedure: Methylamine (available as a 40% solution in water, 21 mL, 0.25 mol) was added to a suspension of 6-benzyloxy-4-chloro-3-nitroquinoline (13.74 g, 43.65 mmol) in distilled water (300 mL), and the reaction was stirred at 100° C. for 1.5 hours. The reaction was allowed to cool to ambient temperature and stirred for three hours. A precipitate formed, which was isolated by filtration, washed with distilled water (3×), and recrystallized from 2-propanol (44.2 mL/g). The crystals were isolated by filtra... Reactants: OC1=NC(=NC(=C1)C)C1=NC(=CC=C1)CCC (4-hydroxy-6-methyl-2-(6-n-propyl-2-pyridinyl)pyrimidine), P(=O)(Cl)(Cl)Cl (phosphoryl chloride), C([O-])([O-])=O.[Na+].[Na+] (sodium carbonate). Run in C1(=CC=CC=C1)C (toluene). The product is ClC1=NC(=NC(=C1)C)C1=NC(=CC=C1)CCC (4-chloro-6-methyl-2-(6-n-propyl-2-pyridinyl)pyrimidine). The yield is 93.9%. As a reaction SMILES: O[C:2]1[CH:7]=[C:6]([CH3:8])[N:5]=[C:4]([C:9]2[CH:14]=[CH:13][CH:12]=[C:11]([CH2:15][CH2:16][CH3:17])[N:10]=2)[N:3]=1.P(Cl)(Cl)([Cl:20])=O.C(=O)([O-])[O-].[Na+].[Na+]>C1(C)C=CC=CC=1>[Cl:20][C:2]1[CH:7]=[C:6]([CH3:8])[N:5]=[C:4]([C:9]2[CH:14]=[CH:13][CH:12]=[C:11]([CH2:15][CH2:16][CH3:17])[N:10]=2)[N:3]=1 |f:2.3.4|. Reported procedure: To solution of 4-hydroxy-6-methyl-2-(6-n-propyl-2-pyridinyl)pyrimidine (2 g) in toluene (20 ml), was added phosphoryl chloride (2 g). The mixture was heated under refluxing for one hour and left to stand to room temperature. Aqueous sodium carbonate solution was added thereto until the reaction solution became about pH 8 to be separated into two layers. Toluene layer was collected and washed with water and dried over anhydrous magnesium sulfate. The toluene layer was concentrated under reduced p... Reactants: C(C1=CC=CC=C1)OC=1C(=C(C(=CC1)Br)C)[N+](=O)[O-] (3-benzyloxy-6-bromo-2-nitrotoluene), FC(C(=O)[O-])(F)F.[Na+] (sodium trifluoroacetate). The reagents and catalysts are [Cu]I (copper (I) iodide). Run in CN1C(CCC1)=O (N-methylpyrrolidone). Reaction conditions: temperature 160 celsius. The product is 0.70, C(C1=CC=CC=C1)OC=1C(=C(C(=CC1)C(F)(F)F)C)[N+](=O)[O-] (3-benzyloxy-6-trifluoromethyl-2-nitrotoluene). The yield is 48.3%. As a reaction SMILES: [CH2:1]([O:8][C:9]1[C:10]([N+:17]([O-:19])=[O:18])=[C:11]([CH3:16])[C:12](Br)=[CH:13][CH:14]=1)[C:2]1[CH:7]=[CH:6][CH:5]=[CH:4][CH:3]=1.[F:20][C:21]([F:26])([F:25])C([O-])=O.[Na+]>[Cu]I.CN1CCCC1=O>[CH2:1]([O:8][C:9]1[C:10]([N+:17]([O-:19])=[O:18])=[C:11]([CH3:16])[C:12]([C:21]([F:26])([F:25])[F:20])=[CH:13][CH:14]=1)[C:2]1[CH:7]=[CH:6][CH:5]=[CH:4][CH:3]=1 |f:1.2|. Procedure: A mixture of 1.50 g (4.66 mmol) of 3-benzyloxy-6-bromo-2-nitrotoluene, 6.33 g (46.6 mmol) of sodium trifluoroacetate, 4.43 g (23.3 mmol) of copper (I) iodide and 80 ml of N-methylpyrrolidone was heated at 160° C. for 7 hours while stirring. Next, the solvent was distilled off under reduced pressure and ethyl acetate was added to the resulting residue. Insoluble matters were then filtered off. The filtrate was washed twice with water. After drying over anhydrous magnesium sulfate, the solvent was... The reactants are C(=O)=O (CO2), ice water, Cl (HCl), C(C)OC(CC#N)=O (cyanoacetic acid ethyl ester), FC1=C(C#N)C(=CC=C1)F (2,6-difluorobenzonitrile), C([O-])([O-])=O.[K+].[K+] (potassium carbonate). The solvent is CS(=O)C (dimethyl sulfoxide). Reaction conditions: time 16 hour. Yields the product C(C)OC(C(C1=C(C(=CC=C1)F)C#N)C#N)=O (Cyano-(2-cyano-3-fluoro-phenyl)-acetic acid ethyl ester). Isolated yield 99.3%. Reaction SMILES: [CH2:1]([O:3][C:4](=[O:8])[CH2:5][C:6]#[N:7])[CH3:2].[F:9][C:10]1[CH:17]=[CH:16][CH:15]=[C:14](F)[C:11]=1[C:12]#[N:13].C(=O)([O-])[O-].[K+].[K+].Cl.C(=O)=O>CS(C)=O>[CH2:1]([O:3][C:4](=[O:8])[CH:5]([C:6]#[N:7])[C:14]1[CH:15]=[CH:16][CH:17]=[C:10]([F:9])[C:11]=1[C:12]#[N:13])[CH3:2] |f:2.3.4|. Reported procedure: A mixture of cyanoacetic acid ethyl ester (26.7 mL, 251 mmol), 2,6-difluorobenzonitrile (33.2 g, 239 mmol) and potassium carbonate (82.5 g, 597 mmol) in dimethyl sulfoxide (120 mL) was stirred at +55° C. for 16 hours and poured into ice-water mixture (ca. 400 mL). It was acidified with conc. aq. HCl with caution (CO2 evolution) and extracted with ethyl acetate (600 ml). The organic phase was washed with brine (100 mL) and evaporated to give 55.1 g of a pale yellow solid that was used in the next... Reactants: Br.NC1=CC=C(C=C1)C=1N=CC(NC1)=O (5-(4-Aminophenyl)-2(1H)-pyrazinone hydrobromide), C(C)(=O)OC(C)=O (acetic anhydride), C(C)(=O)[O-].[Na+] (sodium acetate). Solvent: O (water). Conditions: time 1 hour. Yields the product C(C)(=O)NC1=CC=C(C=C1)C=1N=CC(NC1)=O (5-(4-acetamidophenyl)-2(1H)-pyrazinone). Isolated yield 39.3%. As a reaction SMILES: Br.[NH2:2][C:3]1[CH:8]=[CH:7][C:6]([C:9]2[N:10]=[CH:11][C:12](=[O:15])[NH:13][CH:14]=2)=[CH:5][CH:4]=1.[C:16](OC(=O)C)(=[O:18])[CH3:17].C([O-])(=O)C.[Na+]>O>[C:16]([NH:2][C:3]1[CH:4]=[CH:5][C:6]([C:9]2[N:10]=[CH:11][C:12](=[O:15])[NH:13][CH:14]=2)=[CH:7][CH:8]=1)(=[O:18])[CH3:17] |f:0.1,3.4|. Procedure details: 5-(4-Aminophenyl)-2(1H)-pyrazinone hydrobromide (2.5 g) in water (20 ml) was treated with acetic anhydride (1.2 g) and anhydrous sodium acetate (1.4 g). The mixture was stirred at room temperature for 1 hour, and the crude product (1.58 g; m.p. 268°-275° C.) was filtered off. This material was thoroughly washed with water and recrystallised from glacial acetic acid to give 5-(4-acetamidophenyl)-2(1H)-pyrazinone (0.84 g; m.p. 287°-8° C.). The reactants are C(CCC)NC1=C2NC=NC2=NC=N1 (N6 -n-butyladenine), [Na] (sodium), FC1=CC=C(OCC2CCN(CC2)CCCCl)C=C1 (3-[4-(4-fluorophenoxymethyl)-piperidino]-propyl chloride). The solvent is C(C)(C)O (isopropanol), C(C)(C)O (isopropanol). Yields the product Cl.Cl.C(CCC)NC1=C2N=CN(C2=NC=N1)CCCN1CCC(CC1)COC1=CC=C(C=C1)F (N6 -n-butyl-9-{3-[4-(4-fluorophenoxymethyl)-piperidino]-propyl}-adenine dihydrochloride). The yield is 71.1%. RXN SMILES: [CH2:1]([NH:5][C:6]1[N:14]=[CH:13][N:12]=[C:11]2[C:7]=1[NH:8][CH:9]=[N:10]2)[CH2:2][CH2:3][CH3:4].[Na].[F:16][C:17]1[CH:34]=[CH:33][C:20]([O:21][CH2:22][CH:23]2[CH2:28][CH2:27][N:26]([CH2:29][CH2:30][CH2:31][Cl:32])[CH2:25][CH2:24]2)=[CH:19][CH:18]=1>C(O)(C)C>[ClH:32].[ClH:32].[CH2:1]([NH:5][C:6]1[N:14]=[CH:13][N:12]=[C:11]2[C:7]=1[N:8]=[CH:9][N:10]2[CH2:31][CH2:30][CH2:29][N:26]1[CH2:27][CH2:28][CH:23]([CH2:22][O:21][C:20]2[CH:33]=[CH:34][C:17]([F:16])=[CH:18][CH:19]=2)[CH2:24][CH2:25]1)[CH2:2][CH2:3][CH3:4] |f:4.5.6,^1:14|. Reported procedure: 9.55 g (0.05 mole) of N6 -n-butyladenine are added to a solution of 1.15 g (0.05 mole) of sodium in 200 ml of isopropanol and the reaction mixture is heated under reflux for 10 minutes. After cooling, 22.8 g (0.08 mole) of 3-[4-(4-fluorophenoxymethyl)-piperidino]-propyl chloride in 50 ml of isopropanol are added thereto. After boiling under reflux for 6 hours, the reaction mixture is evaporated in a vacuum and the residue is taken up in methylene chloride, washed with 2N aqueous sodium hydroxide... The reactants are C(C)(=O)OC(C)(C)C (t-Butyl acetate), C(C1=CC=CC=C1)OC1=C(C=C2CC(C2=C1)(C#N)SC1=CC=C(C=C1)Cl)OC (4-benzyloxy-7-(4-chloro-phenylsulfanyl)-3-methoxybicyclo[4.2.0]octa-1,3,5-triene-7-carbonitrile), C(C)[Mg]Br (ethylmagnesium bromide), solution, C(C)(C)NC(C)C (diisopropylamine). The solvent is O1CCCC1 (tetrahydrofuran), C(C)OCC (diethyl ether), O1CCCC1 (tetrahydrofuran). Run at temperature 0 celsius, time 1 hour. Yields the product C(C)(C)(C)OC(C=C(C1(C2=CC(=C(C=C2C1)OC)OCC1=CC=CC=C1)SC1=CC=C(C=C1)Cl)N)=O (3-amino-3-[4-benzyloxy-7-(4-chloro-phenylsulfanyl)-3-methoxybicyclo[4.2.0]octa-1,3,5-trien-7-yl]-acrylic acid tert-butyl ester). Reaction SMILES: C([Mg]Br)C.C(NC(C)C)(C)C.[C:12]([O:15][C:16]([CH3:19])([CH3:18])[CH3:17])(=[O:14])[CH3:13].[CH2:20]([O:27][C:28]1[CH:35]=[C:34]2[C:31]([CH2:32][C:33]2([S:38][C:39]2[CH:44]=[CH:43][C:42]([Cl:45])=[CH:41][CH:40]=2)[C:36]#[N:37])=[CH:30][C:29]=1[O:46][CH3:47])[C:21]1[CH:26]=[CH:25][CH:24]=[CH:23][CH:22]=1>C(OCC)C.O1CCCC1>[C:16]([O:15][C:12](=[O:14])[CH:13]=[C:36]([NH2:37])[C:33]1([S:38][C:39]2[CH:40]=[CH:41][C:42]([Cl:45])=[CH:43][CH:44]=2)[CH2:32][C:31]2[C:34]1=[CH:35][C:28]([O:27][CH2:20][C:21]1[CH:22]=[CH:23][CH:24]=[CH:25][CH:26]=1)=[C:29]([O:46][CH3:47])[CH:30]=2)([CH3:19])([CH3:18])[CH3:17]. Procedure details: To a stirred solution of ethylmagnesium bromide (3.26 mL of a 3M solution in diethyl ether, 9.8 mmol) in anhydrous tetrahydrofuran (10 mL) at 0° C. under nitrogen is added diisopropylamine (2.75 mL, 19.6 mmol). The mixture is stirred at 0° C. for 1 hour. t-Butyl acetate (0.5 mL, 3.6 mmol) and a solution of 1.0 g (2.45 mmol) of 4-benzyloxy-7-(4-chloro-phenylsulfanyl)-3-methoxybicyclo[4.2.0]octa-1,3,5-triene-7-carbonitrile in anhydrous tetrahydrofuran (10 mL) are added successively, and the result... Reactants: NC(C(=O)O)CC1=CC=C(C=C1)Br (2-amino-3-(4-bromophenyl)propanoic acid), Cl.CO (HCl MeOH). Product: NC(C(=O)OC)CC1=CC=C(C=C1)Br (Methyl 2-amino-3-(4-bromophenyl)propanoate). Yield: 92.0%. RXN SMILES: [NH2:1][CH:2]([CH2:6][C:7]1[CH:12]=[CH:11][C:10]([Br:13])=[CH:9][CH:8]=1)[C:3]([OH:5])=[O:4].Cl.[CH3:15]O>>[NH2:1][CH:2]([CH2:6][C:7]1[CH:8]=[CH:9][C:10]([Br:13])=[CH:11][CH:12]=1)[C:3]([O:5][CH3:15])=[O:4] |f:1.2|. Reported procedure: A mixture of 2-amino-3-(4-bromophenyl)propanoic acid 3c (24.4 g, 100 mmol) in HCl/MeOH (300 mL) was stirred at reflux overnight. TLC analysis indicated the total consumption of compound 3c. The mixture was concentrated to give 3d as a pale yellow solid (24 g, 92% yield). Solvent: C1CCCCC1 (cylohexane). Yields the product C1OC2=CC(=C(C(=O)Cl)C=C2O1)[N+](=O)[O-] (4,5-methylenedioxy-2-nitrobenzoyl chloride). RXN SMILES: [CH2:1]1[O:12][C:11]2[C:3](=[CH:4][C:5]([N+:13]([O-:15])=[O:14])=[C:6]([CH:10]=2)[C:7](O)=[O:8])[O:2]1.P(Cl)(Cl)(Cl)(Cl)[Cl:17].C(Cl)(Cl)(Cl)Cl>C1CCCCC1>[CH2:1]1[O:12][C:11]2[C:3](=[CH:4][C:5]([N+:13]([O-:15])=[O:14])=[C:6]([CH:10]=2)[C:7]([Cl:17])=[O:8])[O:2]1. Procedure: Reaction of 31.7 g of 4,5-methylenedioxy-2-nitrobenzoic acid and 31.2 g of phosphorus pentachloride in 250 ml of cylohexane at reflux for 30 minutes followed by treatment of the crude oil twice with carbon tetrachloride gave 4,5-methylenedioxy-2-nitrobenzoyl chloride. The acid chloride was dissolved in 50 ml of tetrahydrofuran and added to a warm solution of 30.9 g of 5-aminotetrazole monohydrate in 750 ml of tetrahydrofuran and 30 ml of water. The solution was stirred for 30 minutes and then di... Reactants: C1OC2=CC(=C(C(=O)O)C=C2O1)[N+](=O)[O-] (4,5-methylenedioxy-2-nitrobenzoic acid), P(Cl)(Cl)(Cl)(Cl)Cl (phosphorus pentachloride), C(Cl)(Cl)(Cl)Cl (carbon tetrachloride).